The task is: describe an organic reaction: reactants, conditions, products, and yield. This data is from the Open Reaction Database (ORD), a public repository of structured organic reaction records. Reactants: [BH3-]C#N, C=O, COC(=O)CC1CC(NCC2OC(n3ccc4c(NCc5ccc(OC)cc5OC)ncnc43)C3OC(C)(C)OC23)C1, CC(=O)O, CO, [Na+]. Yields the product COC(=O)CC1CC(N(C)CC2OC(n3ccc4c(NCc5ccc(OC)cc5OC)ncnc43)C3OC(C)(C)OC23)C1. RXN SMILES: [C:43]([BH3-:44])#[N:45].[CH2:51]=[O:52].[CH3:1][O:2][c:3]1[c:4]([CH2:5][NH:6][c:7]2[c:8]3[c:9]([n:10][cH:11][n:12]2)[n:13]([CH:16]2[O:17][CH:18]([CH2:26][NH:27][CH:28]4[CH2:29][CH:30]([CH2:32][C:33](=[O:34])[O:35][CH3:36])[CH2:31]4)[CH:19]4[CH:20]2[O:21][C:22]([CH3:24])([CH3:25])[O:23]4)[cH:14][cH:15]3)[cH:37][cH:38][c:39]([O:41][CH3:42])[cH:40]1.[CH3:47][C:48](=[O:49])[OH:50].[CH3:53][OH:54].[Na+:46]>>[CH3:1][O:2][c:3]1[c:4]([CH2:5][NH:6][c:7]2[c:8]3[c:9]([n:10][cH:11][n:12]2)[n:13]([CH:16]2[O:17][CH:18]([CH2:26][N:27]([CH:28]4[CH2:29][CH:30]([CH2:32][C:33](=[O:34])[O:35][CH3:36])[CH2:31]4)[CH3:43])[CH:19]4[CH:20]2[O:21][C:22]([CH3:24])([CH3:25])[O:23]4)[cH:14][cH:15]3)[cH:37][cH:38][c:39]([O:41][CH3:42])[cH:40]1. The reactants are C(C)OC(=O)C1=CC(C2=C(N1CC#C)C=CC(C(=C2)OCC#C)=O)=O (4,7-dihydro-4,7-dioxo-1-(2-propynyl)-6-(2-propynyloxy)-1H-cyclohepta[b]pyridine-2-carboxylic Acid ethyl ester), Cl (hydrochloric acid). Product: O=C1C2=C(NC(=C1)C(=O)O)C=CC(C(=C2)OCC#C)=O (4,7-Dihydro-4,7-dioxo-6-(2-propynyloxy)-1H-cyclohepta[b]pyridine-2-carboxylic Acid). Reaction SMILES: C([O:3][C:4]([C:6]1[N:11](CC#C)[C:10]2[CH:15]=[CH:16][C:17](=[O:24])[C:18]([O:20][CH2:21][C:22]#[CH:23])=[CH:19][C:9]=2[C:8](=[O:25])[CH:7]=1)=[O:5])C.Cl>>[O:25]=[C:8]1[CH:7]=[C:6]([C:4]([OH:5])=[O:3])[NH:11][C:10]2[CH:15]=[CH:16][C:17](=[O:24])[C:18]([O:20][CH2:21][C:22]#[CH:23])=[CH:19][C:9]1=2. Procedure details: A mixture of 4,7-dihydro-4,7-dioxo-1-(2-propynyl)-6-(2-propynyloxy)-1H-cyclohepta[b]pyridine-2-carboxylic Acid ethyl ester (2.0 g, described in Example 20) and 19% hydrochloric acid (59 ml) is refluxed for 30 minutes and cooled to room temperature. The crystalline precipitate is collected and dried to obtain the title compound, mp 189° (darkens) and 250° C. (dec). Starting materials: CC(C)([O-])C.[K+] (potassium tert-butoxide), BrCC(C(C)(C)C)=O (1-bromopinacolone), COC([C@H](CCC(=O)OC(C)(C)C)NC(=O)C1=NN(C(=C1)O)C1=CC=CC=C1)=O ((S)-2-[(5-Hydroxy-1-phenyl-1H-pyrazole-3-carbonyl)-amino]-pentanedioic acid 5-tert-butyl ester 1-methyl ester). Solvent: CN(C)C=O (DMF). Product: COC([C@H](CCC(=O)OC(C)(C)C)NC(=O)C1=NN(C(=C1)OCC(C(C)(C)C)=O)C1=CC=CC=C1)=O ((S)-2-{[5-(3,3-Dimethyl-2-oxo-butoxy)-1-phenyl-1H-pyrazole-3-carbonyl]-amino}-pentanedioic acid 5-tert-butyl ester 1-methyl ester). As a reaction SMILES: [CH3:1][O:2][C:3](=[O:29])[C@@H:4]([NH:14][C:15]([C:17]1[CH:21]=[C:20]([OH:22])[N:19]([C:23]2[CH:28]=[CH:27][CH:26]=[CH:25][CH:24]=2)[N:18]=1)=[O:16])[CH2:5][CH2:6][C:7]([O:9][C:10]([CH3:13])([CH3:12])[CH3:11])=[O:8].CC(C)([O-])C.[K+].Br[CH2:37][C:38](=[O:43])[C:39]([CH3:42])([CH3:41])[CH3:40]>CN(C=O)C>[CH3:1][O:2][C:3](=[O:29])[C@@H:4]([NH:14][C:15]([C:17]1[CH:21]=[C:20]([O:22][CH2:37][C:38](=[O:43])[C:39]([CH3:42])([CH3:41])[CH3:40])[N:19]([C:23]2[CH:24]=[CH:25][CH:26]=[CH:27][CH:28]=2)[N:18]=1)=[O:16])[CH2:5][CH2:6][C:7]([O:9][C:10]([CH3:13])([CH3:12])[CH3:11])=[O:8] |f:1.2|. Procedure details: Crude (S)-2-[(5-Hydroxy-1-phenyl-1H-pyrazole-3-carbonyl)-amino]-pentanedioic acid 5-tert-butyl ester 1-methyl ester (44 g) was dissolved in DMF and treated with 12.2 g potassium tert-butoxide and 14.7 ml 1-bromopinacolone. After 2 h the solvent was removed in vacuo, the residue taken up in DCM and extracted with water. The crude product obtained after evaporation of the solvent was purified by flash column chromatography on silica eluting with heptane/ethyl acetate giving the title compound as c... As a reaction SMILES: [H-].[Na+].[CH3:3][N:4]1[CH2:8][CH2:7][CH:6]([OH:9])[CH2:5]1.Cl[C:11]1[CH:12]=[N:13][CH:14]=[C:15]([Cl:20])[C:16]=1[C:17]([OH:19])=[O:18].[C:21]1([P:27]([C:34]2[CH:39]=[CH:38][CH:37]=[CH:36][CH:35]=2)[C:28]2[CH:33]=[CH:32][CH:31]=[CH:30][CH:29]=2)[CH:26]=[CH:25][CH:24]=[CH:23][CH:22]=1.C(Cl)(Cl)(Cl)[Cl:41]>CN(C)C=O.C(N(CC)CC)C>[Cl:20][C:15]1[C:16]2[C:17](=[O:19])[N:4]([CH3:3])[CH2:5][CH:6]([CH2:7][CH2:8][Cl:41])[O:9][C:11]=2[CH:12]=[N:13][CH:14]=1.[C:34]1([P:27](=[O:18])([C:21]2[CH:22]=[CH:23][CH:24]=[CH:25][CH:26]=2)[C:28]2[CH:33]=[CH:32][CH:31]=[CH:30][CH:29]=2)[CH:35]=[CH:36][CH:37]=[CH:38][CH:39]=1 |f:0.1|. Reaction conditions: temperature 60 celsius, time 1 hour. Reported procedure: To a suspension of 2.1 g (60% in oil, 0.052 mole) of sodium hydride in 125 ml of dimethylformamide heated to 60° C. under a nitrogen gas blanket was added a solution of 2.65 g (0.026 mole) of N-methyl-3-pyrrolidinol and 5.0 g (0.026 mole) of 3,5-dichloropyridine-4-carboxylic acid in 40 ml of dimethylformamide dropwise at such a rate as to maintain 60° C. Subsequent to this addition, the mixture was heated to 75° C. for 3 hr. The solvent was then removed by rotary evaporation (60° C., 5 mm). The ... Yields the product ClC1=CN=CC2=C1C(N(CC(O2)CCCl)C)=O (6-Chloro-2-(2-chloroethyl)-2,3-dihydro-4-methylpyrido[4,3-f]-1,4-oxazepin-5(4H)-one), C1(=CC=CC=C1)P(C1=CC=CC=C1)(C1=CC=CC=C1)=O (triphenylphosphine oxide). The solvent is CN(C=O)C (dimethylformamide), C(C)N(CC)CC (triethylamine), CN(C=O)C (dimethylformamide). Starting materials: [H-].[Na+] (sodium hydride), C1(=CC=CC=C1)P(C1=CC=CC=C1)C1=CC=CC=C1 (triphenylphosphine), C(Cl)(Cl)(Cl)Cl (carbon tetrachloride), CN1CC(CC1)O (N-methyl-3-pyrrolidinol), ClC=1C=NC=C(C1C(=O)O)Cl (3,5-dichloropyridine-4-carboxylic acid), C1(=CC=CC=C1)P(C1=CC=CC=C1)C1=CC=CC=C1 (triphenylphosphine), C(Cl)(Cl)(Cl)Cl (carbon tetrachloride). Starting materials: CO (methanol), FC1=C(C=C(C=C1)F)[C@@H]1N(CCC1)C1=NC=2N(C=C1)N=CC2NC(C2=NC=CC=C2C)=O ((R)—N-(5-(2-(2,5-difluorophenyl)pyrrolidin-1-yl)pyrazolo[1,5-a]pyrimidin-3-yl)-3-methylpicolinamide), Cl (HCl). Run in O1CCOCC1 (dioxane). Run at time 30 minute. The product is Cl.FC1=C(C=C(C=C1)F)[C@@H]1N(CCC1)C1=NC=2N(C=C1)N=CC2NC(C2=NC=CC=C2C)=O ((R)—N-(5-(2-(2,5-difluorophenyl)pyrrolidin-1-yl)pyrazolo[1,5-a]pyrimidin-3-yl)-3-methylpicolinamide hydrochloride). As a reaction SMILES: CO.[F:3][C:4]1[CH:9]=[CH:8][C:7]([F:10])=[CH:6][C:5]=1[C@H:11]1[CH2:15][CH2:14][CH2:13][N:12]1[C:16]1[CH:21]=[CH:20][N:19]2[N:22]=[CH:23][C:24]([NH:25][C:26](=[O:34])[C:27]3[C:32]([CH3:33])=[CH:31][CH:30]=[CH:29][N:28]=3)=[C:18]2[N:17]=1.[ClH:35]>O1CCOCC1>[ClH:35].[F:3][C:4]1[CH:9]=[CH:8][C:7]([F:10])=[CH:6][C:5]=1[C@H:11]1[CH2:15][CH2:14][CH2:13][N:12]1[C:16]1[CH:21]=[CH:20][N:19]2[N:22]=[CH:23][C:24]([NH:25][C:26](=[O:34])[C:27]3[C:32]([CH3:33])=[CH:31][CH:30]=[CH:29][N:28]=3)=[C:18]2[N:17]=1 |f:4.5|. Reported procedure: To a methanol (1 mL) solution of (R)—N-(5-(2-(2,5-difluorophenyl)pyrrolidin-1-yl)pyrazolo[1,5-a]pyrimidin-3-yl)-3-methylpicolinamide (10.3 mg, 0.0237 mmol) was added HCl as a solution is dioxane (30 μL). After 30 minutes, the reaction was concentrated to provide (R)—N-(5-(2-(2,5-difluorophenyl)pyrrolidin-1-yl)pyrazolo[1,5-a]pyrimidin-3-yl)-3-methylpicolinamide hydrochloride as a yellow solid. The reactants are O (water), OC1=CC=C(C=C1C1=CC(=CC=C1O)C#N)C#N (6,6'-dihydroxy[1,1'-biphenyl]-3,3'-dicarbonitrile), C([O-])([O-])=O.[Na+].[Na+] (sodium carbonate), BrCCBr (1,2-dibromoethane). Solvent: CN(C=O)C (dimethylformamide). Run at temperature 150 celsius. Product: C1=C(C=CC=2OCCOC3=C(C21)C=C(C=C3)C#N)C#N (6,7-Dihydrodibenzo[e,g][1,4]dioxocin-2,11-dicarbonitrile). Yield: 29.8%. RXN SMILES: [OH:1][C:2]1[C:7]([C:8]2[C:13]([OH:14])=[CH:12][CH:11]=[C:10]([C:15]#[N:16])[CH:9]=2)=[CH:6][C:5]([C:17]#[N:18])=[CH:4][CH:3]=1.C(=O)([O-])[O-].[Na+].[Na+].Br[CH2:26][CH2:27]Br.O>CN(C)C=O>[CH:6]1[C:7]2[C:8]3[CH:9]=[C:10]([C:15]#[N:16])[CH:11]=[CH:12][C:13]=3[O:14][CH2:27][CH2:26][O:1][C:2]=2[CH:3]=[CH:4][C:5]=1[C:17]#[N:18] |f:1.2.3|. Procedure details: A mixture of 6,6'-dihydroxy[1,1'-biphenyl]-3,3'-dicarbonitrile (11.8 g), sodium carbonate (10.6 g), and 1,2-dibromoethane (8.4 g) in 250 ml of anhydrous dimethylformamide is heated at 150° C for 18 hours under nitrogen. The reaction mixture is poured into water and extracted with three 200 ml portions of dichloromethane. The dichloromethane extracts are combined and washed with 10% sodium hydroxide, water, and brine. The solution is filtered through 100 ml of silica gel and concentrated. The res... Starting materials: O=C(c1ccccc1)c1ccc(OCCCBr)cc1, CCN, ClC(Cl)Cl. Yields the product CCNCCCOc1ccc(C(=O)c2ccccc2)cc1. As a reaction SMILES: [Br:1][CH2:2][CH2:3][CH2:4][O:5][c:6]1[cH:7][cH:8][c:9]([C:10](=[O:11])[c:12]2[cH:13][cH:14][cH:15][cH:16][cH:17]2)[cH:18][cH:19]1.[CH3:20][CH2:21][NH2:22].[CH:23]([Cl:24])([Cl:25])[Cl:26]>>[CH2:2]([CH2:3][CH2:4][O:5][c:6]1[cH:7][cH:8][c:9]([C:10](=[O:11])[c:12]2[cH:13][cH:14][cH:15][cH:16][cH:17]2)[cH:18][cH:19]1)[NH:22][CH2:21][CH3:20]. Starting materials: C(C)OC(=O)C=1NC=C(C1)C=O (4-formyl-1H-pyrrole-2-carboxylic acid ethyl ester), C(=O)([O-])[O-].[K+].[K+] (K2CO3), NC1=CC=CC=C1 (Aniline), C(#N)[BH3-].[Na+] (sodium cyanoborohydride). The solvent is C(C)(=O)O (acetic acid), CO (methanol). Reaction conditions: time 45 minute. Yields the product C(C)OC(=O)C=1NC=C(C1)CNC1=CC=CC=C1 (4-Phenylaminomethyl-1H-pyrrole-2-carboxylic acid ethyl ester). Reaction SMILES: [CH2:1]([O:3][C:4]([C:6]1[NH:7][CH:8]=[C:9]([CH:11]=O)[CH:10]=1)=[O:5])[CH3:2].[NH2:13][C:14]1[CH:19]=[CH:18][CH:17]=[CH:16][CH:15]=1.C([BH3-])#N.[Na+].C([O-])([O-])=O.[K+].[K+]>C(O)(=O)C.CO>[CH2:1]([O:3][C:4]([C:6]1[NH:7][CH:8]=[C:9]([CH2:11][NH:13][C:14]2[CH:19]=[CH:18][CH:17]=[CH:16][CH:15]=2)[CH:10]=1)=[O:5])[CH3:2] |f:2.3,4.5.6|. Reported procedure: 0.2012 g (1.20 mmol) of 4-formyl-1H-pyrrole-2-carboxylic acid ethyl ester was dissolved in 4.8 mL (0.25 M) of 5% acetic acid in methanol. Aniline (0.13 mL g, 1.44 mmol) was added, and the reaction was stirred at room temperature under nitrogen for 45 minutes, then sodium cyanoborohydride (0.1244 g, 1.98 mmol) was added slowly and the reaction was allowed to stir at room temperature overnight. About 2 mL of saturated K2CO3 were added, and the reaction was extracted twice with ethyl acetate. The c...